Dataset: the Open Reaction Database (ORD), a public repository of structured organic reaction records. Task: describe an organic reaction: reactants, conditions, products, and yield The reactants are C(C)(=O)OCC=CCOC(C)=O (1,4-diacetoxy-2-butene), [OH-].[Na+] (sodium hydroxide), C1(=CC=C(C=C1)S(=O)(=O)Cl)C (4-toluenesulfonyl chloride). The reagents and catalysts are [Br-].C(CCC)[N+](CCCC)(CCCC)CCCC (tetra-n-butylammonium bromide). Run in C1(=CC=CC=C1)C (toluene), C1(=CC=CC=C1)C (toluene), O (water). Run at time 1 hour. Yields the product C1(=CC=C(C=C1)S(=O)(=O)OC\C=C\COS(=O)(=O)C1=CC=C(C=C1)C)C (trans-1,4-di-4-toluenesulfonyloxy-2-butene). Yield: 51.0%. RXN SMILES: C([O:4][CH2:5][CH:6]=[CH:7][CH2:8][O:9]C(=O)C)(=O)C.[OH-:13].[Na+].[C:15]1([CH3:25])[CH:20]=[CH:19][C:18]([S:21](Cl)(=[O:23])=[O:22])=[CH:17][CH:16]=1>[Br-].C([N+](CCCC)(CCCC)CCCC)CCC.C1(C)C=CC=CC=1.O>[C:15]1([CH3:25])[CH:20]=[CH:19][C:18]([S:21]([O:9][CH2:8]/[CH:7]=[CH:6]/[CH2:5][O:4][S:21]([C:18]2[CH:19]=[CH:20][C:15]([CH3:25])=[CH:16][CH:17]=2)(=[O:22])=[O:13])(=[O:23])=[O:22])=[CH:17][CH:16]=1 |f:1.2,4.5|. Reported procedure: 30.0 g (174 mmol) of 1,4-diacetoxy-2-butene (trans/cis=85/15), 150 mL of toluene, and 300 mL of a 50% sodium hydroxide aqueous solution were added into a four-necked flask (1 L), and thereafter, 2.81 g (8.71 mmol) of tetra-n-butylammonium bromide was added thereto as a phase-transfer catalyst. The obtained mixture was stirred at room temperature for 1 hour, and 79.7 g (418 mmol) of 4-toluenesulfonyl chloride was then added to the reaction solution. The obtained mixture was stirred at room temper... Starting materials: C1(CCCCC1)NC=1OCC(C1C(=O)OCC)=O (ethyl 2-(cyclohexylamino)-4-oxo-4,5-dihydrofuran-3-carboxylate), N1C=C(C2=CC=CN=C12)C=O (7-azaindole-3-carboxaldehyde), Cl (hydrochloric acid). The solvent is C(C)O (ethanol), C(C)O (ethanol). Yields the product Cl.N1C=C(C=2C1=NC=CC2)C=C2C(C(=C(O2)NC2CCCCC2)C(=O)OCC)=O (Ethyl 5-[(1H-pyrrolo[2,3-b]pyridin-3-yl)methylene]-2-(cyclohexylamino)-4-oxo-4,5-dihydrofuran-3-carboxylate hydrochloride). The yield is 22.0%. As a reaction SMILES: [CH:1]1([NH:7][C:8]2[O:9][CH2:10][C:11](=[O:18])[C:12]=2[C:13]([O:15][CH2:16][CH3:17])=[O:14])[CH2:6][CH2:5][CH2:4][CH2:3][CH2:2]1.[NH:19]1[C:27]2[C:22](=[CH:23][CH:24]=[CH:25][N:26]=2)[C:21]([CH:28]=O)=[CH:20]1.[ClH:30]>C(O)C>[ClH:30].[NH:19]1[C:27]2=[N:26][CH:25]=[CH:24][CH:23]=[C:22]2[C:21]([CH:28]=[C:10]2[O:9][C:8]([NH:7][CH:1]3[CH2:2][CH2:3][CH2:4][CH2:5][CH2:6]3)=[C:12]([C:13]([O:15][CH2:16][CH3:17])=[O:14])[C:11]2=[O:18])=[CH:20]1 |f:4.5|. Procedure details: To a solution of ethyl 2-(cyclohexylamino)-4-oxo-4,5-dihydrofuran-3-carboxylate (0.019 g, 0.075 mmol) which similarly prepared according to the procedure described in the Example 2, First step and 7-azaindole-3-carboxaldehyde (0.011 g, 0.075 mmol) in ethanol (1.0 mL), 2M hydrochloric acid in ethanol (0.079 mL, 0.16 mmol) was added at ambient temperature. The mixture was refluxed for 4 h. Cooled to ambient temperature, the precipitate was collected by filtration, washed with ethanol and diisoprop... The reactants are C(C)(C)(C)OC(=O)N1CCC=CCC(C1)C(=O)OCC (ethyl N-(tert-butoxycarbonyl)-1,2,3,6,7,8-hexahydroazocine-7-carboxylate), solution, Cl (HCl). Solvent: C(C)(=O)OCC (ethyl acetate), C(C)(=O)OCC (ethyl acetate). Run at time 3 hour. Yields the product N1CCC=CCC(C1)C(=O)OCC (ethyl 1,2,3,6,7,8-hexahydroazocine-7-carboxylate). Yield: 74.6%. As a reaction SMILES: C(OC([N:8]1[CH2:15][CH:14]([C:16]([O:18][CH2:19][CH3:20])=[O:17])[CH2:13][CH:12]=[CH:11][CH2:10][CH2:9]1)=O)(C)(C)C.Cl>C(OCC)(=O)C>[NH:8]1[CH2:15][CH:14]([C:16]([O:18][CH2:19][CH3:20])=[O:17])[CH2:13][CH:12]=[CH:11][CH2:10][CH2:9]1. Procedure details: To a solution of ethyl N-(tert-butoxycarbonyl)-1,2,3,6,7,8-hexahydroazocine-7-carboxylate (167 mg, 0.59 mmol) in ethyl acetate (4 mL) was added 4N solution of HCl in ethyl acetate (2 mL). After the mixture was stirred for 3 hours, the solvent was evaporated in vacuo. The residue was dissolved in a mixture of water and ethyl acetate, then the mixture was adjusted to pH 9 with a saturated aqueous K2CO3 solution. The organic layer was separated and dried over Na2SO4, and evaporated in vacuo to give... The reactants are C(C)(C)(C)OC([C@H]1N(C[C@H](C1)OS(=O)(=O)C)C(=O)OC(C)(C)C)=O ((4S)-1-(tert-butyloxycarbonyl)-4-(methanesulfonyloxy)-L-proline tert-butyl ester), [N-]=[N+]=[N-].[Na+] (sodium azide). Run in CN(C=O)C (N,N-dimethylformamide). Reaction conditions: temperature 55 celsius, time 18 hour. Product: C(C)(C)(C)OC([C@H]1N(C[C@@H](C1)N=[N+]=[N-])C(=O)OC(C)(C)C)=O ((4R)-1-(tert-Butyloxycarbonyl)-4-azido-L-Proline tert-Butyl Ester). Reaction SMILES: [C:1]([O:5][C:6](=[O:24])[C@@H:7]1[CH2:11][C@H:10](OS(C)(=O)=O)[CH2:9][N:8]1[C:17]([O:19][C:20]([CH3:23])([CH3:22])[CH3:21])=[O:18])([CH3:4])([CH3:3])[CH3:2].[N-:25]=[N+:26]=[N-:27].[Na+]>CN(C)C=O>[C:1]([O:5][C:6](=[O:24])[C@@H:7]1[CH2:11][C@@H:10]([N:25]=[N+:26]=[N-:27])[CH2:9][N:8]1[C:17]([O:19][C:20]([CH3:23])([CH3:22])[CH3:21])=[O:18])([CH3:4])([CH3:3])[CH3:2] |f:1.2|. Reported procedure: A mixture of (4S)-1-(tert-butyloxycarbonyl)-4-(methanesulfonyloxy)-L-proline tert-butyl ester (250 mg, 0.684 mmol) and sodium azide (222 mg, 3.42 mmol) in N,N-dimethylformamide (1.5 mL) was stirred for 18 hours at 55° C. under a nitrogen atmosphere. The cooled reaction mixture was evaporated and partitioned between diluted ethyl acetate and water. The organic layer was washed with water, 0.1N hydrochloric acid, water, saturated brine solution, dried (Na2SO4), and evaporated. The crude product mi... Starting materials: C(C)(=O)C1=CC=C(C(=O)OC(C2=CC=CC=C2)C)C=C1 (methylbenzyl 4-acetylbenzoate), B.[Na] (sodium boron hydride), ice water, C(C)O (ethanol), ClCCl (dichloromethane). The solvent is O1CCCC1 (tetrahydrofuran). Run at time 2 hour. Yields the product OC(C)C1=CC=C(C(=O)OC(C2=CC=CC=C2)C)C=C1 (methylbenzyl 4-(1-hydroxyethyl)benzoate). The yield is 96.9%. As a reaction SMILES: [C:1]([C:4]1[CH:20]=[CH:19][C:7]([C:8]([O:10][CH:11]([CH3:18])[C:12]2[CH:17]=[CH:16][CH:15]=[CH:14][CH:13]=2)=[O:9])=[CH:6][CH:5]=1)(=[O:3])[CH3:2].C(O)C.ClCCl.B.[Na]>O1CCCC1>[OH:3][CH:1]([C:4]1[CH:20]=[CH:19][C:7]([C:8]([O:10][CH:11]([CH3:18])[C:12]2[CH:13]=[CH:14][CH:15]=[CH:16][CH:17]=2)=[O:9])=[CH:6][CH:5]=1)[CH3:2] |f:3.4,^1:27|. Procedure details: 32.17 g (0.12 mol) of methylbenzyl 4-acetylbenzoate, 50 ml of ethanol, 100 ml of dichloromethane and 50 ml of tetrahydrofuran were supplied into the same flask as used in Example 9, and then 2.3 g (0.06 mol) of sodium boron hydride was added at 15°-25° C. over a period of 10 minutes. After standing at the same temperature for 2 hours, the reaction mixture was poured into ice-water and treated similarly to Example 9 to obtain 31.43 g (97% yield) of methylbenzyl 4-(1-hydroxyethyl)benzoate (III-13)... The reactants are ClCCl, CC(O)c1ccc(F)nc1, O=S(Br)Br. Product: CC(Br)c1ccc(F)nc1. As a reaction SMILES: [Cl:15][CH2:16][Cl:17].[F:5][c:6]1[cH:7][cH:8][c:9]([CH:12]([CH3:13])[OH:14])[cH:10][n:11]1.[S:1]([Br:2])([Br:3])=[O:4]>>[Br:3][CH:12]([c:9]1[cH:8][cH:7][c:6]([F:5])[n:11][cH:10]1)[CH3:13]. The reactants are CCOCC, O=[N+]([O-])c1cccc(CO)c1F, O, BrP(Br)Br. The product is O=[N+]([O-])c1cccc(CBr)c1F. RXN SMILES: [CH2:18]([O:19][CH2:20][CH3:21])[CH3:22].[F:5][c:6]1[c:7]([CH2:15][OH:16])[cH:8][cH:9][cH:10][c:11]1[N+:12](=[O:13])[O-:14].[OH2:17].[P:1]([Br:2])([Br:3])[Br:4]>>[Br:2][CH2:15][c:7]1[c:6]([F:5])[c:11]([N+:12](=[O:13])[O-:14])[cH:10][cH:9][cH:8]1. The reactants are Brc1ccc2cc[nH]c2c1, C[Sn](C)(C)c1ccc(OC2CN3CCC2CC3)cc1. Product: c1cc2ccc(-c3ccc(OC4CN5CCC4CC5)cc3)cc2[nH]1. RXN SMILES: [Br:20][c:21]1[cH:22][cH:23][c:24]2[cH:25][cH:26][nH:27][c:28]2[cH:29]1.[CH3:1][Sn:2]([c:3]1[cH:4][cH:5][c:6]([O:7][CH:8]2[CH2:9][N:10]3[CH2:11][CH2:12][CH:13]2[CH2:14][CH2:15]3)[cH:16][cH:17]1)([CH3:18])[CH3:19]>>[c:3]1(-[c:21]2[cH:22][cH:23][c:24]3[cH:25][cH:26][nH:27][c:28]3[cH:29]2)[cH:4][cH:5][c:6]([O:7][CH:8]2[CH2:9][N:10]3[CH2:11][CH2:12][CH:13]2[CH2:14][CH2:15]3)[cH:16][cH:17]1. Reactants: BrC=1C=C2C(=CNC2=C(C1)C(=O)N)C1CCN(CC1)S(=O)(=O)CCCOC (5-bromo-3-(1-{[3-(methyloxy)propyl]sulfonyl}-4-piperidinyl)-1H-indole-7-carboxamide), O1CCOCC1 (dioxane), CC1(OB(OC1(C)C)C=1C=C(SC1)C=O)C (4-(4,4,5,5-tetramethyl-1,3,2-dioxaborolan-2-yl)-2-thiophenecarbaldehyde), C([O-])([O-])=O.[K+].[K+] (potassium carbonate). The reagents and catalysts are C=1C=CC(=CC1)[P](C=2C=CC=CC2)(C=3C=CC=CC3)[Pd]([P](C=4C=CC=CC4)(C=5C=CC=CC5)C=6C=CC=CC6)([P](C=7C=CC=CC7)(C=8C=CC=CC8)C=9C=CC=CC9)[P](C=1C=CC=CC1)(C=1C=CC=CC1)C=1C=CC=CC1 (Pd(PPh3)4). Solvent: O (water). Run at temperature 150 celsius. Product: C(=O)C1=CC(=CS1)C=1C=C2C(=CNC2=C(C1)C(=O)N)C1CCN(CC1)S(=O)(=O)CCCOC (5-(5-formyl-3-thienyl)-3-(1-{[3-(methyloxy)propyl]sulfonyl}-4-piperidinyl)-1H-indole-7-carboxamide). Yield: 60.7%. As a reaction SMILES: Br[C:2]1[CH:3]=[C:4]2[C:8](=[C:9]([C:11]([NH2:13])=[O:12])[CH:10]=1)[NH:7][CH:6]=[C:5]2[CH:14]1[CH2:19][CH2:18][N:17]([S:20]([CH2:23][CH2:24][CH2:25][O:26][CH3:27])(=[O:22])=[O:21])[CH2:16][CH2:15]1.O1CCOCC1.CC1(C)C(C)(C)OB([C:42]2[CH:43]=[C:44]([CH:47]=[O:48])[S:45][CH:46]=2)O1.C(=O)([O-])[O-].[K+].[K+]>C1C=CC([P]([Pd]([P](C2C=CC=CC=2)(C2C=CC=CC=2)C2C=CC=CC=2)([P](C2C=CC=CC=2)(C2C=CC=CC=2)C2C=CC=CC=2)[P](C2C=CC=CC=2)(C2C=CC=CC=2)C2C=CC=CC=2)(C2C=CC=CC=2)C2C=CC=CC=2)=CC=1.O>[CH:47]([C:44]1[S:45][CH:46]=[C:42]([C:2]2[CH:3]=[C:4]3[C:8](=[C:9]([C:11]([NH2:13])=[O:12])[CH:10]=2)[NH:7][CH:6]=[C:5]3[CH:14]2[CH2:19][CH2:18][N:17]([S:20]([CH2:23][CH2:24][CH2:25][O:26][CH3:27])(=[O:22])=[O:21])[CH2:16][CH2:15]2)[CH:43]=1)=[O:48] |f:3.4.5,^1:59,61,80,99|. Reported procedure: To 5-bromo-3-(1-{[3-(methyloxy)propyl]sulfonyl}-4-piperidinyl)-1H-indole-7-carboxamide (170 mg, 0.37 mmol) in mixture of dioxane (4.5 mL) and water (1.5 mL), 4-(4,4,5,5-tetramethyl-1,3,2-dioxaborolan-2-yl)-2-thiophenecarbaldehyde (265.2 mg, 1.11 mmol), potassium carbonate (309 mg, 2.22 mmol) and Pd(PPh3)4 (44.2 mg, 0.04 mmol) were added. The reaction mixture was heated by microwave at 150° C. for 20 minutes. Then all the solvent was evaporated. The residue was partitioned between ethyl acetate (... Starting materials: COC(=O)c1ccc(O)c(Br)n1, O=C([O-])[O-], OB(O)c1ccc(Cl)c(OCc2ccccc2)c1, Cl, [Cs+], [Cs+], CN(C)C=O, c1ccc(P(c2ccccc2)(c2ccccc2)[Pd](P(c2ccccc2)(c2ccccc2)c2ccccc2)(P(c2ccccc2)(c2ccccc2)c2ccccc2)P(c2ccccc2)(c2ccccc2)c2ccccc2)cc1. The product is COC(=O)c1ccc(O)c(-c2ccc(Cl)c(OCc3ccccc3)c2)n1. RXN SMILES: [Br:1][c:2]1[c:3]([OH:12])[cH:4][cH:5][c:6]([C:8](=[O:9])[O:10][CH3:11])[n:7]1.[C:31](=[O:32])([O-:33])[O-:34].[CH2:13]([c:14]1[cH:15][cH:16][cH:17][cH:18][cH:19]1)[O:20][c:21]1[cH:22][c:23]([B:28]([OH:29])[OH:30])[cH:24][cH:25][c:26]1[Cl:27].[ClH:37].[Cs+:35].[Cs+:36].[O:38]=[CH:39][N:40]([CH3:41])[CH3:42].[cH:43]1[cH:44][cH:45][c:46]([P:47]([Pd:48]([P:49]([c:50]2[cH:51][cH:52][cH:53][cH:54][cH:55]2)([c:56]2[cH:57][cH:58][cH:59][cH:60][cH:61]2)[c:62]2[cH:63][cH:64][cH:65][cH:66][cH:67]2)([P:68]([c:69]2[cH:70][cH:71][cH:72][cH:73][cH:74]2)([c:75]2[cH:76][cH:77][cH:78][cH:79][cH:80]2)[c:81]2[cH:82][cH:83][cH:84][cH:85][cH:86]2)[P:87]([c:88]2[cH:89][cH:90][cH:91][cH:92][cH:93]2)([c:94]2[cH:95][cH:96][cH:97][cH:98][cH:99]2)[c:100]2[cH:101][cH:102][cH:103][cH:104][cH:105]2)([c:106]2[cH:107][cH:108][cH:109][cH:110][cH:111]2)[c:112]2[cH:113][cH:114][cH:115][cH:116][cH:117]2)[cH:118][cH:119]1>>[c:2]1(-[c:23]2[cH:22][c:21]([O:20][CH2:13][c:14]3[cH:15][cH:16][cH:17][cH:18][cH:19]3)[c:26]([Cl:27])[cH:25][cH:24]2)[c:3]([OH:12])[cH:4][cH:5][c:6]([C:8](=[O:9])[O:10][CH3:11])[n:7]1.